From a dataset of the Open Reaction Database (ORD), a public repository of structured organic reaction records. describe an organic reaction: reactants, conditions, products, and yield Reactants: N#Cc1cccc(CBr)c1, O=C(O)C(O)C(O)C(=O)O, C1CCOC1, C[Si](C)(C)[N-][Si](C)(C)C, [Li+], COC(=O)CC(C)N, Cc1ccc(S(=O)(=O)O)cc1. Product: COC(=O)C(Cc1cccc(C#N)c1)C(C)N. As a reaction SMILES: [Br:30][CH2:31][c:32]1[cH:33][c:34]([C:38]#[N:39])[cH:35][cH:36][cH:37]1.[C:40]([OH:41])(=[O:42])[CH:43]([CH:44]([C:45]([OH:46])=[O:47])[OH:48])[OH:49].[CH2:50]1[O:51][CH2:52][CH2:53][CH2:54]1.[CH3:21][Si:22]([N-:23][Si:24]([CH3:25])([CH3:26])[CH3:27])([CH3:28])[CH3:29].[Li+:20].[NH2:12][CH:13]([CH2:14][C:15](=[O:16])[O:17][CH3:18])[CH3:19].[c:1]1([CH3:2])[cH:3][cH:4][c:5]([S:6]([OH:7])(=[O:8])=[O:9])[cH:10][cH:11]1>>[NH2:12][CH:13]([CH:14]([C:15](=[O:16])[O:17][CH3:18])[CH2:31][c:32]1[cH:33][c:34]([C:38]#[N:39])[cH:35][cH:36][cH:37]1)[CH3:19]. Starting materials: CC1CC(OC(=O)c2ccc([N+](=O)[O-])cc2)c2ncnc(N3CC4(CCN(C(=O)OC(C)(C)C)CC4)c4cc(Cl)ccc43)c21, CC1CC(OC(=O)c2ccc([N+](=O)[O-])cc2)c2ncnc(N3CC4(CCN(C(=O)OC(C)(C)C)CC4)c4cc(Cl)ccc43)c21. The product is CC1CC(O)c2ncnc(N3CC4(CCN(C(=O)OC(C)(C)C)CC4)c4cc(Cl)ccc43)c21. As a reaction SMILES: [Cl:1][c:2]1[cH:3][c:4]2[c:8]([cH:9][cH:10]1)[N:7]([c:11]1[c:12]3[c:13]([n:14][cH:15][n:16]1)[CH:17]([O:21][C:22](=[O:23])[c:24]1[cH:25][cH:26][c:27]([N+:28]([O-:29])=[O:30])[cH:31][cH:32]1)[CH2:18][CH:19]3[CH3:20])[CH2:6][C:5]21[CH2:33][CH2:34][N:35]([C:38](=[O:39])[O:40][C:41]([CH3:42])([CH3:43])[CH3:44])[CH2:36][CH2:37]1.[Cl:45][c:46]1[cH:47][c:48]2[c:49]([cH:50][cH:51]1)[N:52]([c:53]1[c:54]3[c:71]([n:72][cH:73][n:74]1)[CH:58]([O:59][C:60](=[O:61])[c:62]1[cH:63][cH:64][c:65]([N+:66]([O-:67])=[O:68])[cH:69][cH:70]1)[CH2:57][CH:55]3[CH3:56])[CH2:75][C:76]21[CH2:77][CH2:78][N:79]([C:80]([O:81][C:82]([CH3:83])([CH3:84])[CH3:85])=[O:86])[CH2:87][CH2:88]1>>[Cl:1][c:2]1[cH:3][c:4]2[c:8]([cH:9][cH:10]1)[N:7]([c:11]1[c:12]3[c:13]([n:14][cH:15][n:16]1)[CH:17]([OH:21])[CH2:18][CH:19]3[CH3:20])[CH2:6][C:5]21[CH2:33][CH2:34][N:35]([C:38](=[O:39])[O:40][C:41]([CH3:42])([CH3:43])[CH3:44])[CH2:36][CH2:37]1. Reactants: BrC=1C(=C2C(=NC1)N(C=C2C2=C(C=CC=C2)COC(C)(C)C)COCC[Si](C)(C)C)Cl (5-Bromo-3-(2-tert-butoxymethyl-phenyl)-4-chloro-1-(2-trimethylsilanyl-ethoxymethyl)-1H-pyrrolo[2,3-b]pyridine), FC(C(=O)O)(F)F (trifluoroacetic acid). Run in ClCCl (dichloromethane). Reaction conditions: temperature 23 celsius, time 1 hour. Product: BrC=1C(=C2C(=NC1)NC=C2C2=C(C=CC=C2)CO)Cl ([2-(5-Bromo-4-chloro-1H-pyrrolo[2,3-b]pyridin-3-yl)-phenyl]-methanol). Reaction SMILES: [Br:1][C:2]1[C:3]([Cl:31])=[C:4]2[C:10]([C:11]3[CH:16]=[CH:15][CH:14]=[CH:13][C:12]=3[CH2:17][O:18]C(C)(C)C)=[CH:9][N:8](COCC[Si](C)(C)C)[C:5]2=[N:6][CH:7]=1.FC(F)(F)C(O)=O>ClCCl>[Br:1][C:2]1[C:3]([Cl:31])=[C:4]2[C:10]([C:11]3[CH:16]=[CH:15][CH:14]=[CH:13][C:12]=3[CH2:17][OH:18])=[CH:9][NH:8][C:5]2=[N:6][CH:7]=1. Reported procedure: 5-Bromo-3-(2-tert-butoxymethyl-phenyl)-4-chloro-1-(2-trimethylsilanyl-ethoxymethyl)-1H-pyrrolo[2,3-b]pyridine (66 mg, 0.12 mmol) was dissolved in dichloromethane (1 mL) and trifluoroacetic acid (1 mL) and stirred at 23° C. for 15 h. The solvent was evaporated and the resulting oil was dissolved in methanol (1 mL) and ethylenediamine (0.2 mL) and stirred at 23° C. for 1 h. The mixture was concentrated to afford [2-(5-Bromo-4-chloro-1H-pyrrolo[2,3-b]pyridin-3-yl)-phenyl]-methanol which was used in... Solvent: CCOC(=O)C (EtOAc), CO (methanol). RXN SMILES: C([O:8][C:9](=[O:36])[C@@H:10]([NH:26][C@H:27]([C:29]([O:31][C:32]([CH3:35])([CH3:34])[CH3:33])=[O:30])[CH3:28])[CH2:11][C:12]1[CH:17]=[CH:16][C:15]([C:18]2[CH:23]=[C:22]([Cl:24])[CH:21]=[CH:20][C:19]=2[Cl:25])=[CH:14][CH:13]=1)C1C=CC=CC=1>CCOC(C)=O.CO.[Pd]>[C:32]([O:31][C:29]([C@@H:27]([NH:26][C@@H:10]([CH2:11][C:12]1[CH:13]=[CH:14][C:15]([C:18]2[CH:23]=[C:22]([Cl:24])[CH:21]=[CH:20][C:19]=2[Cl:25])=[CH:16][CH:17]=1)[C:9]([OH:36])=[O:8])[CH3:28])=[O:30])([CH3:33])([CH3:34])[CH3:35]. Isolated yield 90.8%. Reactants: C(C1=CC=CC=C1)OC([C@H](CC1=CC=C(C=C1)C1=C(C=CC(=C1)Cl)Cl)N[C@@H](C)C(=O)OC(C)(C)C)=O ((S)-2-((S)-1-tert-Butoxycarbonyl-ethylamino)-3-(2′,5′-dichloro-biphenyl-4-yl)-propionic acid benzyl ester). Reaction conditions: time 1.5 hour. Procedure: Step 4′: A suspension of (S)-2-((S)-1-tert-Butoxycarbonyl-ethylamino)-3-(2′,5′-dichloro-biphenyl-4-yl)-propionic acid benzyl ester (580 mg, 1.10 mmol) and 5% Pd on carbon (0.146 g) in EtOAc (10 mL) was treated with H2 (balloon) and stirred at rt for 1.5 hour. The resulted precipitate was dissolved in methanol and filtered through celite pad. The filtrate was concentrated under reduced pressure and the obtained residue was re-crystallized from EtOAc to give (S)-2-((S)-1-tert-butoxycarbonyl-ethyla... The reagents and catalysts are [Pd] (Pd on carbon). Product: C(C)(C)(C)OC(=O)[C@H](C)N[C@H](C(=O)O)CC1=CC=C(C=C1)C1=C(C=CC(=C1)Cl)Cl ((S)-2-((S)-1-tert-butoxycarbonyl-ethylamino)-3-(2′,5′-dichloro-biphenyl-4-yl)-propionic acid). The reactants are C1(=CC=CC=C1)N1CCN(CC1)CC1=CC=C(C=C1)N (1-phenyl-4-[(4-aminophenyl)methyl]piperazine), ClC1=CC=NC2=CC(=CC=C12)Cl (4,7-dichloroquinoline). Product: C1(=CC=CC=C1)N1CCN(CC1)CC1=CC=C(C=C1)NC1=CC=NC2=CC(=CC=C12)Cl (4-[[4-[[4-phenyl-1-piperazinyl]methyl]phenyl]amino]-7-(chloro)quinoline). RXN SMILES: [C:1]1([N:7]2[CH2:12][CH2:11][N:10]([CH2:13][C:14]3[CH:19]=[CH:18][C:17]([NH2:20])=[CH:16][CH:15]=3)[CH2:9][CH2:8]2)[CH:6]=[CH:5][CH:4]=[CH:3][CH:2]=1.Cl[C:22]1[C:31]2[C:26](=[CH:27][C:28]([Cl:32])=[CH:29][CH:30]=2)[N:25]=[CH:24][CH:23]=1>>[C:1]1([N:7]2[CH2:8][CH2:9][N:10]([CH2:13][C:14]3[CH:15]=[CH:16][C:17]([NH:20][C:22]4[C:31]5[C:26](=[CH:27][C:28]([Cl:32])=[CH:29][CH:30]=5)[N:25]=[CH:24][CH:23]=4)=[CH:18][CH:19]=3)[CH2:11][CH2:12]2)[CH:6]=[CH:5][CH:4]=[CH:3][CH:2]=1. Procedure: In the manner given in Example 1C, 1-phenyl-4-[(4-aminophenyl)methyl]piperazine and 4,7-dichloroquinoline are reacted together at reflux to give 4-[[4-[[4-phenyl-1-piperazinyl]methyl]phenyl]amino]-7-(chloro)quinoline. Reactants: C(C)(=O)Cl (acetyl chloride), ClC1=CC(=C(C=C1)F)F (1-chloro-3,4-difluorobenzene), [Cl-].[Al+3].[Cl-].[Cl-] (aluminum chloride), ice. Conditions: temperature 120 celsius, time 2 hour. Yields the product CC(=O)C1=CC(=C(C=C1Cl)F)F (2-chloro-4,5-difluoroacetophenone). Isolated yield 81.9%. Reaction SMILES: [C:1](Cl)(=[O:3])[CH3:2].[Cl:5][C:6]1[CH:11]=[CH:10][C:9]([F:12])=[C:8]([F:13])[CH:7]=1.[Cl-].[Al+3].[Cl-].[Cl-]>>[CH3:2][C:1]([C:11]1[C:6]([Cl:5])=[CH:7][C:8]([F:13])=[C:9]([F:12])[CH:10]=1)=[O:3] |f:2.3.4.5|. Procedure details: 23.6 g (0.3 mol) of acetyl chloride was added to a mixture comprising 29.7 g (0.2 mol) of 1-chloro-3,4-difluorobenzene and 40.0 g (0.3 mol) of aluminum chloride at a temperature of from 20° to 40° C. Then, the mixture was stirred at 120° C. for two hours. While still being hot, the mixture was poured on 250 g of ice, and the separated oil was extracted with ethylene chloride. The extract was neutralized and washed with water, and the solvent was distilled off under reduced pressure to obtain 31.... Reactants: BrC1=CC=CC(=N1)CC(=O)OC (methyl 2-(6-bromopyridin-2-yl)acetate), Cl.N1CC(C1)O (azetidin-3-ol hydrochloride), N1[C@H](C(=O)O)CCC1 (L-proline), C(=O)([O-])[O-].[Cs+].[Cs+] (Cs2CO3). The reagents and catalysts are [Cu]I (CuI). Solvent: CS(=O)C (DMSO). The product is OC1CN(C1)C1=CC=CC(=N1)CC(=O)OC (methyl 2-(6-(3-hydroxyazetidin-1-yl)pyridin-2-yl)acetate). As a reaction SMILES: Br[C:2]1[N:7]=[C:6]([CH2:8][C:9]([O:11][CH3:12])=[O:10])[CH:5]=[CH:4][CH:3]=1.Cl.[NH:14]1[CH2:17][CH:16]([OH:18])[CH2:15]1.N1CCC[C@H]1C(O)=O.C([O-])([O-])=O.[Cs+].[Cs+]>CS(C)=O.[Cu]I>[OH:18][CH:16]1[CH2:17][N:14]([C:2]2[N:7]=[C:6]([CH2:8][C:9]([O:11][CH3:12])=[O:10])[CH:5]=[CH:4][CH:3]=2)[CH2:15]1 |f:1.2,4.5.6|. Reported procedure: The solution of methyl 2-(6-bromopyridin-2-yl)acetate (500.0 mg, 2.17 mmol), azetidin-3-ol hydrochloride (285.9 mg, 2.61 mmol), CuI (248.3 mg, 1.30 mmol), L-proline (149.7 mg, 1.30 mmol) and Cs2CO3 (24.7 g, 75.7 mmol) in DMSO (6 mL) was stirred at 90 degree for 12 h under N2. After cooling to room temperature, the reaction mixture was filtered, diluted with H2O and extracted with ethyl acetate. The organic layer was washed with brine, dried over sodium sulfate and evaporated under reduced pressu...